Dataset: the Open Reaction Database (ORD), a public repository of structured organic reaction records. Task: describe an organic reaction: reactants, conditions, products, and yield Reactants: CO, CON=C(C(=O)OC)c1ccc(O)cc1, Cl, [Na+], [OH-]. Yields the product CON=C(C(=O)O)c1ccc(O)cc1. RXN SMILES: [CH3:19][OH:20].[CH3:3][O:4][N:5]=[C:6]([C:7](=[O:8])[O:9][CH3:10])[c:11]1[cH:12][cH:13][c:14]([OH:17])[cH:15][cH:16]1.[ClH:18].[Na+:2].[OH-:1]>>[CH3:3][O:4][N:5]=[C:6]([C:7](=[O:8])[OH:9])[c:11]1[cH:12][cH:13][c:14]([OH:17])[cH:15][cH:16]1. Starting materials: C(C)(=O)O (acetic acid), ClC1=CC=C(C=C1)C=1N=C2SC3=C(N2C1)C=CC=C3 (2-(p-chlorophenyl)imidazo[2,1-b]benzothiazole), N(=O)[O-].[Na+] (sodium nitrite). Run in O (water). Conditions: time 3 hour. Product: ClC1=CC=C(C=C1)C=1N=C2SC3=C(N2C1N=O)C=CC=C3 (2-(p-chlorophenyl)-3-nitrosoimidazo[2,1-b]benzothiazole). The yield is 64.8%. Reaction SMILES: C(O)(=O)C.[Cl:5][C:6]1[CH:11]=[CH:10][C:9]([C:12]2[N:13]=[C:14]3[N:18]([CH:19]=2)[C:17]2[CH:20]=[CH:21][CH:22]=[CH:23][C:16]=2[S:15]3)=[CH:8][CH:7]=1.[N:24]([O-])=[O:25].[Na+]>O>[Cl:5][C:6]1[CH:7]=[CH:8][C:9]([C:12]2[N:13]=[C:14]3[N:18]([C:19]=2[N:24]=[O:25])[C:17]2[CH:20]=[CH:21][CH:22]=[CH:23][C:16]=2[S:15]3)=[CH:10][CH:11]=1 |f:2.3|. Procedure: To 700 ml of acetic acid was added 14 g of 2-(p-chlorophenyl)imidazo[2,1-b]benzothiazole and after adding thereto 5 g of sodium nitrite with stirring at room temperature, the mixture was stirred for 3 hours. Thereafter, 500 ml of water was added to the mixture and the crystals thus formed were recovered by filtration and washed with water, then n-hexane, and further with 400 ml of chloroform to provide 10 g of 2-(p-chlorophenyl)-3-nitrosoimidazo[2,1-b]benzothiazole. The product was recrystallize... Reactants: C/C(=N\[Si](C)(C)C)/O[Si](C)(C)C (N,O-Bis(trimethylsilyl)acetamide), O1COC2=C1C=CC(=C2)C2(OCC(CO2)(C)C)CS[C@H]([C@H](NC2=CC=C(C=C2)F)C2=CC=C(OCC(=O)OC(C)(C)C)C=C2)C(N2C(OC[C@@H]2C2=CC=CC=C2)=O)=O (tert-Butyl (4-{(1R,2R)-2-({[2-(1,3-benzodioxol-5-yl)-5,5-dimethyl-1,3-dioxan-2-yl]methyl}thio)-1-[(4-fluorophenyl)amino]-3-oxo-3-[(4S)-2-oxo-4-phenyl-1,3-oxazolidin-3-yl]propyl}phenoxy)acetate), O.O.O.[F-].C(CCC)[N+](CCCC)(CCCC)CCCC (tetrabutylammonium fluoride trihydrate). Run in C1(=CC=CC=C1)C (toluene). Conditions: temperature 90 celsius, time 1 hour. Product: O1COC2=C1C=CC(=C2)C2(OCC(CO2)(C)C)CS[C@@H]2[C@H](N(C2=O)C2=CC=C(C=C2)F)C2=CC=C(OCC(=O)OC(C)(C)C)C=C2 (tert-Butyl {4-[(2R,3R)-3-({[2-(1,3-benzodioxol-5-yl)-5,5-dimethyl-1,3-dioxan-2-yl]methyl}thio)-1-(4-fluorophenyl)-4-oxoazetidin-2-yl]phenoxy}acetate). As a reaction SMILES: [O:1]1[C:5]2[CH:6]=[CH:7][C:8]([C:10]3([CH2:18][S:19][C@@H:20]([C:45](=[O:58])N4[C@@H](C5C=CC=CC=5)COC4=O)[C@@H:21]([C:30]4[CH:44]=[CH:43][C:33]([O:34][CH2:35][C:36]([O:38][C:39]([CH3:42])([CH3:41])[CH3:40])=[O:37])=[CH:32][CH:31]=4)[NH:22][C:23]4[CH:28]=[CH:27][C:26]([F:29])=[CH:25][CH:24]=4)[O:15][CH2:14][C:13]([CH3:17])([CH3:16])[CH2:12][O:11]3)=[CH:9][C:4]=2[O:3][CH2:2]1.C/C(/O[Si](C)(C)C)=N\[Si](C)(C)C.O.O.O.[F-].C([N+](CCCC)(CCCC)CCCC)CCC>C1(C)C=CC=CC=1>[O:1]1[C:5]2[CH:6]=[CH:7][C:8]([C:10]3([CH2:18][S:19][C@H:20]4[C:45](=[O:58])[N:22]([C:23]5[CH:24]=[CH:25][C:26]([F:29])=[CH:27][CH:28]=5)[C@@H:21]4[C:30]4[CH:44]=[CH:43][C:33]([O:34][CH2:35][C:36]([O:38][C:39]([CH3:41])([CH3:42])[CH3:40])=[O:37])=[CH:32][CH:31]=4)[O:11][CH2:12][C:13]([CH3:17])([CH3:16])[CH2:14][O:15]3)=[CH:9][C:4]=2[O:3][CH2:2]1 |f:2.3.4.5.6|. Procedure: tert-Butyl (4-{(1R,2R)-2-({[2-(1,3-benzodioxol-5-yl)-5,5-dimethyl-1,3-dioxan-2-yl]methyl}thio)-1-[(4-fluorophenyl)amino]-3-oxo-3-[(4S)-2-oxo-4-phenyl-1,3-oxazolidin-3-yl]propyl}phenoxy)acetate (Method 15) (22.30 g, 27.4 mmol) was dissolved in dry toluene (800 mL) and heated to 90° C. under inert atmosphere. N,O-Bis(trimethylsilyl)acetamide (BSA, 20.1 mL, 82.1 mmol) was added and the mixture was stirred at 90° C. for one hour. The mixture was then given 45° C. and tetrabutylammonium fluoride trih...